From a dataset of the Open Reaction Database (ORD), a public repository of structured organic reaction records. describe an organic reaction: reactants, conditions, products, and yield Starting materials: S(=O)(=O)(O)[O-].[K+] (potassium hydrogen sulfate), C(C1=CC=CC=C1)OC=1C(C(=CN(C1C(NCC1=CC(=CC=C1)Cl)=O)CC(OC)OC)C(=O)O)=O (5-benzyloxy-6-(3-chlorobenzylcarbamoyl)-1-(2,2-dimethoxyethyl)-4-oxo-1,4-dihydropyridine-3-carboxylic acid), S(=O)(Cl)Cl (thionyl chloride), [H-].[Al+3].[Li+].[H-].[H-].[H-].O1CCCC1 (Lithium aluminum hydride tetrahydrofuran). The solvent is O1CCCC1 (tetrahydrofuran), C(C)N(CC)CC (triethylamine). Conditions: time 3 minute. Product: ClC=1C=C(CNC(=O)C=2N(C=C(C(C2OCC2=CC=CC=C2)=O)CO)CC(OC)OC)C=CC1 (3-benzyloxy-1-(2,2-dimethoxyethyl)-5-hydroxymethyl-4-oxo-1,4-dihydropyridine-2-carboxylic acid 3-chlorobenzylamide). The yield is 47.8%. Reaction SMILES: [CH2:1]([O:8][C:9]1[C:10](=[O:35])[C:11]([C:32](O)=[O:33])=[CH:12][N:13]([CH2:26][CH:27]([O:30][CH3:31])[O:28][CH3:29])[C:14]=1[C:15](=[O:25])[NH:16][CH2:17][C:18]1[CH:23]=[CH:22][CH:21]=[C:20]([Cl:24])[CH:19]=1)[C:2]1[CH:7]=[CH:6][CH:5]=[CH:4][CH:3]=1.S(Cl)(Cl)=O.[H-].[Al+3].[Li+].[H-].[H-].[H-].O1CCCC1.S([O-])(O)(=O)=O.[K+]>O1CCCC1.C(N(CC)CC)C>[Cl:24][C:20]1[CH:19]=[C:18]([CH:23]=[CH:22][CH:21]=1)[CH2:17][NH:16][C:15]([C:14]1[N:13]([CH2:26][CH:27]([O:28][CH3:29])[O:30][CH3:31])[CH:12]=[C:11]([CH2:32][OH:33])[C:10](=[O:35])[C:9]=1[O:8][CH2:1][C:2]1[CH:7]=[CH:6][CH:5]=[CH:4][CH:3]=1)=[O:25] |f:2.3.4.5.6.7.8,9.10|. Reported procedure: 5-Benzyloxy-6-(3-chlorobenzylcarbamoyl)-1-(2,2-dimethoxyethyl)-4-oxo-1,4-dihydropyridine-3-carboxylic acid (517 mg) obtained in Example 161, Step 4 and triethylamine (0.43 ml) were added to tetrahydrofuran (7 ml), and thionyl chloride (0.098 ml) was subsequently added at 0° C. The mixture was stirred at room temperature for 3 min and the reaction mixture was cooled to −78° C. 1M Lithium aluminum hydride/tetrahydrofuran solution (1.55 ml) was added dropwise. After stirring at the same temperature... The reactants are COC(=O)N1CC[C@@H]2[C@](CCC[C@H]12)(C#CC=1C=C(C=CC1)C)O ((3aS,4R,7aS)-4-hydroxy-4-m-tolylethynyl-octahydro-indole-1-carboxylic acid methyl ester), CNC(CCC(=O)O)=O (N-methylsuccinamic acid). The product is CNC(CCC(=O)O[C@@]1([C@@H]2CCN([C@@H]2CCC1)C(=O)OC)C#CC=1C=C(C=CC1)C)=O ((3aR,4S,7aR)-methyl 4-(4-(methylamino)-4-oxobutanoyloxy)-4-(m-tolylethynyl)octahydro-1H-indole-1-carboxylate). RXN SMILES: [CH3:1][O:2][C:3]([N:5]1[C@@H:13]2[C@@H:8]([C@@:9]([OH:23])([C:14]#[C:15][C:16]3[CH:17]=[C:18]([CH3:22])[CH:19]=[CH:20][CH:21]=3)[CH2:10][CH2:11][CH2:12]2)[CH2:7][CH2:6]1)=[O:4].[CH3:24][NH:25][C:26](=[O:32])[CH2:27][CH2:28][C:29](O)=[O:30]>>[CH3:24][NH:25][C:26](=[O:32])[CH2:27][CH2:28][C:29]([O:23][C@@:9]1([C:14]#[C:15][C:16]2[CH:17]=[C:18]([CH3:22])[CH:19]=[CH:20][CH:21]=2)[CH2:10][CH2:11][CH2:12][C@@H:13]2[C@H:8]1[CH2:7][CH2:6][N:5]2[C:3]([O:2][CH3:1])=[O:4])=[O:30]. Procedure: Synthesis in analogy to the General Method 1 starting from (3aS,4R,7aS)-4-hydroxy-4-m-tolylethynyl-octahydro-indole-1-carboxylic acid methyl ester and N-methylsuccinamic acid to yield (3aR,4S,7aR)-methyl 4-(4-(methylamino)-4-oxobutanoyloxy)-4-(m-tolylethynyl)octahydro-1H-indole-1-carboxylate. MS [M+H]=427; RT=1.06 min; UPLC Method I The reactants are [N+](=O)([O-])C1=CC=CC=2N=C(OC21)C2=NN=NN2 (5-(7-nitrobenzoxazol-2-yl)tetrazole), Cl (hydrochloric acid). The reagents and catalysts are [Pd] (palladium on carbon). The solvent is CO (methanol). Reaction conditions: time 18 hour. The product is NC1=CC=CC=2N=C(OC21)C2=NN=NN2 (5-(7-aminobenzoxazol-2-yl)tetrazole). As a reaction SMILES: [N+:1]([C:4]1[C:12]2[O:11][C:10]([C:13]3[NH:17][N:16]=[N:15][N:14]=3)=[N:9][C:8]=2[CH:7]=[CH:6][CH:5]=1)([O-])=O.Cl>CO.[Pd]>[NH2:1][C:4]1[C:12]2[O:11][C:10]([C:13]3[NH:17][N:16]=[N:15][N:14]=3)=[N:9][C:8]=2[CH:7]=[CH:6][CH:5]=1. Procedure: 1.59 g of the nitro compound obtained in Example 40, Step 3, above, is suspended in 46 ml of methanol to which 1 ml of concentrated hydrochloric acid, and 0.17 g of 5% palladium on carbon are added. The mixture is stirred under hydrogen at atmospheric pressure for 18 hours, filtered, and the filtrate concentrated in vacuo to obtain 5-(7-aminobenzoxazol-2-yl)tetrazole.